This data is from the Open Reaction Database (ORD), a public repository of structured organic reaction records. The task is: describe an organic reaction: reactants, conditions, products, and yield Reactants: COC(=O)c1sc(Br)c(Br)c1O, Cn1nccc1B1OCC(C)(C)CO1, [K+], [K+], O=C([O-])[O-], C1COCCO1, O, c1ccc(P(c2ccccc2)(c2ccccc2)[Pd](P(c2ccccc2)(c2ccccc2)c2ccccc2)(P(c2ccccc2)(c2ccccc2)c2ccccc2)P(c2ccccc2)(c2ccccc2)c2ccccc2)cc1. Product: COC(=O)c1sc(-c2ccnn2C)c(Br)c1O. RXN SMILES: [Br:1][c:2]1[c:3]([OH:12])[c:4]([C:8](=[O:9])[O:10][CH3:11])[s:5][c:6]1[Br:7].[CH3:13][C:14]1([CH3:15])[CH2:16][O:17][B:18]([c:20]2[cH:21][cH:22][n:23][n:24]2[CH3:25])[O:19][CH2:26]1.[K+:27].[K+:28].[O-:29][C:30]([O-:31])=[O:32].[O:33]1[CH2:34][CH2:35][O:36][CH2:37][CH2:38]1.[OH2:39].[cH:40]1[cH:41][cH:42][c:43]([P:44]([Pd:45]([P:46]([c:47]2[cH:48][cH:49][cH:50][cH:51][cH:52]2)([c:53]2[cH:54][cH:55][cH:56][cH:57][cH:58]2)[c:59]2[cH:60][cH:61][cH:62][cH:63][cH:64]2)([P:65]([c:66]2[cH:67][cH:68][cH:69][cH:70][cH:71]2)([c:72]2[cH:73][cH:74][cH:75][cH:76][cH:77]2)[c:78]2[cH:79][cH:80][cH:81][cH:82][cH:83]2)[P:84]([c:85]2[cH:86][cH:87][cH:88][cH:89][cH:90]2)([c:91]2[cH:92][cH:93][cH:94][cH:95][cH:96]2)[c:97]2[cH:98][cH:99][cH:100][cH:101][cH:102]2)([c:103]2[cH:104][cH:105][cH:106][cH:107][cH:108]2)[c:109]2[cH:110][cH:111][cH:112][cH:113][cH:114]2)[cH:115][cH:116]1>>[Br:1][c:2]1[c:3]([OH:12])[c:4]([C:8](=[O:9])[O:10][CH3:11])[s:5][c:6]1-[c:20]1[cH:21][cH:22][n:23][n:24]1[CH3:25]. The reactants are COc1ccccc1, COc1ccc(CN2Cc3cc(Cl)c(OC)cc3C2)cc1, O=C(O)C(F)(F)F. Product: COc1cc2c(cc1Cl)CNC2. Reaction SMILES: [CH3:22][O:23][c:24]1[cH:25][cH:26][cH:27][cH:28][cH:29]1.[Cl:1][c:2]1[cH:3][c:4]2[c:8]([cH:9][c:10]1[O:11][CH3:12])[CH2:7][N:6]([CH2:13][c:14]1[cH:15][cH:16][c:17]([O:18][CH3:19])[cH:20][cH:21]1)[CH2:5]2.[OH:30][C:31]([C:32]([F:33])([F:34])[F:35])=[O:36]>>[Cl:1][c:2]1[cH:3][c:4]2[c:8]([cH:9][c:10]1[O:11][CH3:12])[CH2:7][NH:6][CH2:5]2. Reactants: Cl (hydrochloric acid), N1=C(C=NC=2CCCCC12)O (5,6,7,8-tetrahydroquinoxalin-2-ol), ClC1=C(C=O)C(=CC=C1)F (2-chloro-6-fluoro-benzaldehyde), [H-].[Na+] (sodium hydride). Run in CN(C=O)C (dimethylformamide). Conditions: temperature 100 celsius, time 3 hour. Yields the product ClC1=C(C=O)C(=CC=C1)OC1=NC=2CCCCC2N=C1 (2-chloro-6-(5,6,7,8-tetrahydro-quinoxalin-2-yloxy)-benzaldehyde). Isolated yield 45.1%. RXN SMILES: [N:1]1[C:10]2[CH2:9][CH2:8][CH2:7][CH2:6][C:5]=2[N:4]=[CH:3][C:2]=1[OH:11].[H-].[Na+].[Cl:14][C:15]1[CH:22]=[CH:21][CH:20]=[C:19](F)[C:16]=1[CH:17]=[O:18].Cl>CN(C)C=O>[Cl:14][C:15]1[CH:22]=[CH:21][CH:20]=[C:19]([O:11][C:2]2[CH:3]=[N:4][C:5]3[CH2:6][CH2:7][CH2:8][CH2:9][C:10]=3[N:1]=2)[C:16]=1[CH:17]=[O:18] |f:1.2|. Procedure: 0.3 g of 5,6,7,8-tetrahydroquinoxalin-2-ol were dissolved in 5 ml of dimethylformamide. 0.1 g of sodium hydride were added thereto. 0.35 g of 2-chloro-6-fluoro-benzaldehyde were added to the reaction solution followed by stirring for 3 hours at 100° C. 1 N hydrochloric acid was then added to the reaction solution. Subsequently, the reaction solution was extracted with ethyl acetate and the organic layer was concentrated followed by purifying by silica gel column chromatography to obtain 0.26 g o... Reactants: CCOC(C)=O, C1CCOC1, CCCCCC, Cl, [Na+], O=C([O-])O, CNC(=O)c1ccc(C2(O)CCC3(CC2)OCCO3)cc1. Product: CNC(=O)c1ccc(C2(O)CCC(=O)CC2)cc1. As a reaction SMILES: [C:33]([O:34][CH2:35][CH3:36])(=[O:37])[CH3:38].[CH2:39]1[O:40][CH2:41][CH2:42][CH2:43]1.[CH3:27][CH2:28][CH2:29][CH2:30][CH2:31][CH3:32].[ClH:44].[Na+:26].[O-:22][C:23]([OH:24])=[O:25].[OH:1][C:2]1([c:12]2[cH:13][cH:14][c:15]([C:16](=[O:17])[NH:18][CH3:19])[cH:20][cH:21]2)[CH2:3][CH2:4][C:5]2([O:6][CH2:9][CH2:8][O:7]2)[CH2:10][CH2:11]1>>[OH:1][C:2]1([c:12]2[cH:13][cH:14][c:15]([C:16](=[O:17])[NH:18][CH3:19])[cH:20][cH:21]2)[CH2:3][CH2:4][C:5](=[O:6])[CH2:10][CH2:11]1. Reactants: [BH4-], [BH4-], CCOCC, Cl, CCOC(=O)C(Cc1ccc(C(F)F)cc1)C(=O)c1ccc(F)cc1, [Zn+2]. Yields the product CCOC(=O)C(Cc1ccc(C(F)F)cc1)C(O)c1ccc(F)cc1. Reaction SMILES: [BH4-:32].[BH4-:34].[CH3:27][CH2:28][O:29][CH2:30][CH3:31].[ClH:26].[F:1][CH:2]([c:3]1[cH:4][cH:5][c:6]([CH2:7][CH:8]([C:9](=[O:10])[O:11][CH2:12][CH3:13])[C:14](=[O:15])[c:16]2[cH:17][cH:18][c:19]([F:22])[cH:20][cH:21]2)[cH:23][cH:24]1)[F:25].[Zn+2:33]>>[F:1][CH:2]([c:3]1[cH:4][cH:5][c:6]([CH2:7][CH:8]([C:9](=[O:10])[O:11][CH2:12][CH3:13])[CH:14]([OH:15])[c:16]2[cH:17][cH:18][c:19]([F:22])[cH:20][cH:21]2)[cH:23][cH:24]1)[F:25].